From a dataset of the Open Reaction Database (ORD), a public repository of structured organic reaction records. describe an organic reaction: reactants, conditions, products, and yield Reactants: [Br-].C(=O)(O)CC[P+](C1=CC=CC=C1)(C1=CC=CC=C1)C1=CC=CC=C1 ((2-carboxyethyl)triphenylphosphonium bromide), C[Si](C)(C)[N-][Si](C)(C)C.[Na+] (NaHMDS), COC=1C=C(C=O)C=C(C1)OC (3,5-dimethoxybenzaldehyde). Run in C1CCOC1 (THF). Reaction conditions: temperature -78 celsius, time 20 minute. Yields the product COC=1C=C(C=C(C1)OC)C=CCC(=O)O (4-(3,5-dimethoxyphenyl)but-3-enoic acid). The yield is 38.1%. As a reaction SMILES: [Br-].[C:2]([CH2:5][CH2:6][P+](C1C=CC=CC=1)(C1C=CC=CC=1)C1C=CC=CC=1)([OH:4])=[O:3].C[Si]([N-][Si](C)(C)C)(C)C.[Na+].[CH3:36][O:37][C:38]1[CH:39]=[C:40]([CH:43]=[C:44]([O:46][CH3:47])[CH:45]=1)[CH:41]=O>C1COCC1>[CH3:36][O:37][C:38]1[CH:39]=[C:40]([CH:41]=[CH:6][CH2:5][C:2]([OH:4])=[O:3])[CH:43]=[C:44]([O:46][CH3:47])[CH:45]=1 |f:0.1,2.3|. Reported procedure: To a solution of (2-carboxyethyl)triphenylphosphonium bromide (13.7 g, 33 mmol) in dry THF (50 mL) was added NaHMDS (33 mL, 66 mmol) dropwise at −20° C. under N2 and the reaction stirred for 20 min. The reaction was cooled to −78° C. and 3,5-dimethoxybenzaldehyde (5.0 g, 30 mmol) was added, and the reaction mixture stirred overnight while warming to rt. The reaction was quenched with water and extracted with EtOAc. The aqueous layer was acidified to pH=2 with dilute HCl solution and extracted wi... The solvent is O (water). Procedure: Sulfone 11.1 (350 mg, 104 mmol) was combined with 4-aminocyclohexylmethanol 1:1 cis/trans) (400 mg, 3.3 mmol) (prepared as described in Chem.Ber.; GE; 96; 1963; 2377-2386) with 0.3 mL of 1-methyl-2-pyrrolidinone. The mixture was heated at 1000 for 2 hours at which time it was cooled to room temperature. The reaction mixture was added to water and extracted with ethyl acetate, washed with water, dried, and concentrated in vacuo. The residue was purified by column chromatography on silica gel usin... Product: hydrochloride salt, ClC1=C(C=CC=C1)N1C(NC2=NC(=NC=C2C1)NC1CCC(CC1)CO)=O (3-(2-chlorophenyl)-7-(4-hydroxymethylcyclohexylamino)-3,4-dihydropyrimido[4,5-d]pyrimidin-2(1H)-one). RXN SMILES: [Cl:1][C:2]1[CH:7]=[CH:6][CH:5]=[CH:4][C:3]=1[N:8]1[CH2:17][C:16]2[C:11](=[N:12][C:13](S(C)(=O)=O)=[N:14][CH:15]=2)[NH:10][C:9]1=[O:22].[NH2:23][CH:24]1[CH2:29][CH2:28][CH:27]([CH2:30][OH:31])[CH2:26][CH2:25]1.CN1CCCC1=O.Cl>O>[Cl:1][C:2]1[CH:7]=[CH:6][CH:5]=[CH:4][C:3]=1[N:8]1[CH2:17][C:16]2[C:11](=[N:12][C:13]([NH:23][CH:24]3[CH2:29][CH2:28][CH:27]([CH2:30][OH:31])[CH2:26][CH2:25]3)=[N:14][CH:15]=2)[NH:10][C:9]1=[O:22]. The reactants are CN1C(CCC1)=O (1-methyl-2-pyrrolidinone), Cl (hydrochloric acid), ClC1=C(C=CC=C1)N1C(NC2=NC(=NC=C2C1)S(=O)(=O)C)=O (3-(2-chloro-phenyl)-7-methylsulfonyl-3,4-dihydropyrimido[4,5-d]pyrimidin-2(1H)-one), NC1CCC(CC1)CO (4-aminocyclohexylmethanol). Starting materials: [Na] (sodium), O.Cl.C(C1=CC=CC=C1)(=N)N (benzamidine hydrochloride hydrate), C/C(=C\N(C)C)/C=O (3-dimethyl-amino-2-methylpropenal), C[O-].[Na+] (sodium methoxide). Run in CO (methanol), CO (methanol), CO (methanol). The product is CC=1C=NC(=NC1)C1=CC=CC=C1 (5-methyl-2-phenyl-pyrimidine). RXN SMILES: C[O-].[Na+].[Na].O.Cl.[C:7]([NH2:15])(=[NH:14])[C:8]1[CH:13]=[CH:12][CH:11]=[CH:10][CH:9]=1.[CH3:16]/[C:17](/[CH:22]=O)=[CH:18]\N(C)C>CO>[CH3:22][C:17]1[CH:16]=[N:14][C:7]([C:8]2[CH:13]=[CH:12][CH:11]=[CH:10][CH:9]=2)=[N:15][CH:18]=1 |f:0.1,3.4.5,^1:3|. Procedure: A solution of sodium methoxide in methanol is generated by dissolving sodium metal (0.89 g, 30.0 mmol) in dry methanol (25 mL). This solution is added via an addition funnel to a solution of benzamidine hydrochloride hydrate (2.35 g, 15.0 mmol) and 3-dimethyl-amino-2-methylpropenal (1.16 g, 10.2 mmol) in dry methanol (50 mL) at room temperature. The reaction mixture is refluxed for 4 hours, then cooled at room temperature. The mixture is concentrated in vacuo and the residue partitioned between ... The reactants are COC(CC1=CC(=CC=C1)OC1=C(C=C(C=C1)C(F)(F)F)CN[C@H]1CCC2=CC=CC=C12)=O ({3-[2-((S)-indan-1-ylaminomethyl)-4-trifluoromethyl-phenoxy]-phenyl}-acetic acid methyl ester), ClC(=O)OC (methyl chloroformate). RXN SMILES: [CH3:1][O:2][C:3](=[O:33])[CH2:4][C:5]1[CH:10]=[CH:9][CH:8]=[C:7]([O:11][C:12]2[CH:17]=[CH:16][C:15]([C:18]([F:21])([F:20])[F:19])=[CH:14][C:13]=2[CH2:22][NH:23][C@@H:24]2[C:32]3[C:27](=[CH:28][CH:29]=[CH:30][CH:31]=3)[CH2:26][CH2:25]2)[CH:6]=1.Cl[C:35]([O:37][CH3:38])=[O:36]>>[CH3:1][O:2][C:3](=[O:33])[CH2:4][C:5]1[CH:10]=[CH:9][CH:8]=[C:7]([O:11][C:12]2[CH:17]=[CH:16][C:15]([C:18]([F:21])([F:19])[F:20])=[CH:14][C:13]=2[CH2:22][N:23]([C@@H:24]2[C:32]3[C:27](=[CH:28][CH:29]=[CH:30][CH:31]=3)[CH2:26][CH2:25]2)[C:35]([O:37][CH3:38])=[O:36])[CH:6]=1. Procedure details: Prepared according to the procedure described in Example 3, Step 3, using the following starting materials: {3-[2-((S)-indan-1-ylaminomethyl)-4-trifluoromethyl-phenoxy]-phenyl}-acetic acid methyl ester and methyl chloroformate. Product: COC(CC1=CC(=CC=C1)OC1=C(C=C(C=C1)C(F)(F)F)CN(C(=O)OC)[C@H]1CCC2=CC=CC=C12)=O ((3-{2-[((S)-Indan-1-yl-methoxycarbonyl-amino)-methyl]-4-trifluoromethyl-phenoxy}-phenyl)-acetic acid methyl ester).